This data is from the Open Reaction Database (ORD), a public repository of structured organic reaction records. The task is: describe an organic reaction: reactants, conditions, products, and yield The reactants are FC1=C(C(=CC=C1)F)C(=O)NC=1SC(=CN1)Br ((2,6-difluorophenyl)-N-(5-bromo(1,3-thiazol-2-yl))carboxamide), FC1(OC2=C(O1)C=C(C(=C2)B2OC(C(O2)(C)C)(C)C)C)F (2-(2,2-difluoro-6-methylbenzo[d][1,3]dioxol-5-yl)-4,4,5,5-tetramethyl-1,3,2-dioxaborolane), bis(ditertbutyl(4-dimethylaminophenyl)phosphine)dichloropalladium (II), [O-]P(=O)([O-])[O-].[K+].[K+].[K+] (K3PO4). Run in C(C)(=O)OCC (ethyl acetate), C(C)#N (ACN), O1CCOCC1 (dioxane), O (H2O). Reaction conditions: temperature 85 celsius. Yields the product FC1=C(C(=CC=C1)F)C(=O)NC=1SC(=CN1)C1=CC2=C(OC(O2)(F)F)C=C1C ((2,6-difluorophenyl)-N-[5-(2,2-difluoro-6-methylbenzo[d]1,3-dioxolen-5-yl)(1,3-thiazol-2-yl)]carboxamide). Isolated yield 9.0%. RXN SMILES: [F:1][C:2]1[CH:7]=[CH:6][CH:5]=[C:4]([F:8])[C:3]=1[C:9]([NH:11][C:12]1[S:13][C:14](Br)=[CH:15][N:16]=1)=[O:10].[F:18][C:19]1([F:38])[O:23][C:22]2[CH:24]=[C:25]([CH3:37])[C:26](B3OC(C)(C)C(C)(C)O3)=[CH:27][C:21]=2[O:20]1.[O-]P([O-])([O-])=O.[K+].[K+].[K+]>C(#N)C.O1CCOCC1.O.C(OCC)(=O)C>[F:1][C:2]1[CH:7]=[CH:6][CH:5]=[C:4]([F:8])[C:3]=1[C:9]([NH:11][C:12]1[S:13][C:14]([C:26]2[C:25]([CH3:37])=[CH:24][C:22]3[O:23][C:19]([F:18])([F:38])[O:20][C:21]=3[CH:27]=2)=[CH:15][N:16]=1)=[O:10] |f:2.3.4.5|. Procedure details: Argon was bubbled through a mixture of (2,6-difluorophenyl)-N-(5-bromo(1,3-thiazol-2-yl))carboxamide (152) (64 mg, 0.2 mmol), 2-(2,2-difluoro-6-methylbenzo[d][1,3]dioxol-5-yl)-4,4,5,5-tetramethyl-1,3,2-dioxaborolane (489 mg, 0.3 mmol), bis(ditertbutyl(4-dimethylaminophenyl)phosphine)dichloropalladium (II) (21 mg, 10% mol) and K3PO4 (64 mg) in 1 mL ACN, 1 mL dioxane, 0.5 ml H2O. The reaction mixture was heated at 85° C. for 7 h. After cooling to room temperature, the reaction mixture was taken up... Reactants: [BH4-], COc1cc2c(cc1OCc1ccccc1)CCN=C2C, CCO, [Cl-], [Na+], [Na+], O. The product is COc1cc2c(cc1OCc1ccccc1)CCNC2C. As a reaction SMILES: [BH4-:22].[CH2:1]([c:2]1[cH:3][cH:4][cH:5][cH:6][cH:7]1)[O:8][c:9]1[cH:10][c:11]2[c:16]([cH:17][c:18]1[O:19][CH3:20])[C:15]([CH3:21])=[N:14][CH2:13][CH2:12]2.[CH3:27][CH2:28][OH:29].[Cl-:26].[Na+:23].[Na+:25].[OH2:24]>>[CH2:1]([c:2]1[cH:3][cH:4][cH:5][cH:6][cH:7]1)[O:8][c:9]1[cH:10][c:11]2[c:16]([cH:17][c:18]1[O:19][CH3:20])[CH:15]([CH3:21])[NH:14][CH2:13][CH2:12]2. The reactants are C(C1=CC=CC=C1)N1C(C(=CC2=CC(=CC=C12)C)C(=O)OCC)=O (1 -benzyl-3-ethoxycarbonyl-6-methyl-2(1H)-quinolinone), [OH-].[Na+] (sodium hydroxide). The product is C(C1=CC=CC=C1)N1C(C=C(C2=CC(=CC=C12)C)O)=O (1-benzyl-4-hydroxy-6-methyl-2(1H)-quinolinone). Reaction SMILES: [CH2:1]([N:8]1[C:17]2[C:12](=[CH:13][C:14]([CH3:18])=[CH:15][CH:16]=2)[CH:11]=[C:10](C(OCC)=O)[C:9]1=[O:24])[C:2]1[CH:7]=[CH:6][CH:5]=[CH:4][CH:3]=1.[OH-:25].[Na+]>>[CH2:1]([N:8]1[C:17]2[C:12](=[CH:13][C:14]([CH3:18])=[CH:15][CH:16]=2)[C:11]([OH:25])=[CH:10][C:9]1=[O:24])[C:2]1[CH:7]=[CH:6][CH:5]=[CH:4][CH:3]=1 |f:1.2|. Procedure details: The product from Step (3) was dissolved in 2N sodium hydroxide (150 ml) and the solution was refluxed for 4 hours. Then the solution was cooled and acidified with mineral acid to pH3. The solid was filtered, dried and crystallized from ethyl acetate/hexane to give 1-benzyl-4-hydroxy-6-methyl-2(1H)-quinolinone (4,0 gm). That the expected product was obtained was confirmed by the spectral data: MS: m/e 265 (M+); NMR (DMSO): δ2.32 (s, 3H, CH3 -Ar), 5.43 (s, 2H, CH2 -Ar), 5.96 (s, 1H, =CH-), 11.48 (... The reactants are Cl (HCl), C(#N)C=1C=CC(=NC1)N1C(CN(CC1)C(=O)OC(C)(C)C)C (tert-butyl 4-(5-cyanopyridin-2-yl)-3-methylpiperazine-1-carboxylate). Reaction conditions: temperature 90 celsius, time 30 minute. Product: Cl.CC1N(CCNC1)C1=NC=C(C#N)C=C1 (6-(2-methylpiperazin-1-yl)nicotinonitrile hydrochloride). Reaction SMILES: [ClH:1].[C:2]([C:4]1[CH:5]=[CH:6][C:7]([N:10]2[CH2:15][CH2:14][N:13](C(OC(C)(C)C)=O)[CH2:12][CH:11]2[CH3:23])=[N:8][CH:9]=1)#[N:3]>>[ClH:1].[CH3:23][CH:11]1[CH2:12][NH:13][CH2:14][CH2:15][N:10]1[C:7]1[CH:6]=[CH:5][C:4]([C:2]#[N:3])=[CH:9][N:8]=1 |f:2.3|. Reported procedure: 6N HCl (1 mL) was added to the compound tert-butyl 4-(5-cyanopyridin-2-yl)-3-methylpiperazine-1-carboxylate (120 mg, 0.39 mmol) and the reaction mixture was stirred at 90° C. for 30 min. The reaction mixture was cooled to room temperature, concentrated under reduced pressure and triturated with ether to afford 6-(2-methylpiperazin-1-yl)nicotinonitrile hydrochloride (90 mg, crude). 1H NMR (400 MHz, D2O) δ 8.39 (d, J=2.0 Hz, 1H), 7.85 (dd, J=9.3 Hz, J=2.3 Hz, 1H), 6.95 (d, J=9.5 Hz, 1H), 4.74 (m, ...